Dataset: the Open Reaction Database (ORD), a public repository of structured organic reaction records. Task: describe an organic reaction: reactants, conditions, products, and yield Yields the product C(C(C)C)N1C[C@@H]([C@@H](C1)NC(C1=CC=C(C=C1)CC1=CC(=NC2=CC=CC=C12)C)=O)C(=O)OC (methyl (3S,4S)-1-isobutyl-4-({4-[(2-methyl-4-quinolinyl)methyl]benzoyl}amino)-3-pyrrolidinecarboxylate). RXN SMILES: [CH3:1][C:2]1[CH:11]=[C:10]([CH2:12][C:13]2[CH:30]=[CH:29][C:16]([C:17]([NH:19][C@@H:20]3[CH2:24][NH:23][CH2:22][C@@H:21]3[C:25]([O:27][CH3:28])=[O:26])=[O:18])=[CH:15][CH:14]=2)[C:9]2[C:4](=[CH:5][CH:6]=[CH:7][CH:8]=2)[N:3]=1.C(N(C(C)C)CC)(C)C.[CH:40](=O)[CH:41]([CH3:43])[CH3:42].[BH-](OC(C)=O)(OC(C)=O)OC(C)=O.[Na+]>ClCCl.C(OCC)(=O)C>[CH2:40]([N:23]1[CH2:24][C@@H:20]([NH:19][C:17](=[O:18])[C:16]2[CH:15]=[CH:14][C:13]([CH2:12][C:10]3[C:9]4[C:4](=[CH:5][CH:6]=[CH:7][CH:8]=4)[N:3]=[C:2]([CH3:1])[CH:11]=3)=[CH:30][CH:29]=2)[C@@H:21]([C:25]([O:27][CH3:28])=[O:26])[CH2:22]1)[CH:41]([CH3:43])[CH3:42] |f:3.4|. The yield is 79.1%. Reported procedure: The TFA salt (403a) (70 mg, 0.11 mmol) was dissolved in 1 mL of dichloromethane. Diisopropylethylamine (43 mg, 60 μL, 0.33 mmol), isobutyraldehyde (12 mg, 5 μL) and NaBH(OAc)3 (35 mg, 0.17 mmol) were added. The whole mixture was stirred until the reaction went to completion. The solution was diluted with ethyl acetate and washed with saturated NaHCO3, H2O and brine. The organic layer was dried over MgSO4. After filtration and concentration, the residue was purified on silica gel to provide methy... The solvent is ClCCl (dichloromethane), C(C)(=O)OCC (ethyl acetate). The reactants are C(C)(C)N(CC)C(C)C (Diisopropylethylamine), C(C(C)C)=O (isobutyraldehyde), [BH-](OC(=O)C)(OC(=O)C)OC(=O)C.[Na+] (NaBH(OAc)3), CC1=NC2=CC=CC=C2C(=C1)CC1=CC=C(C(=O)N[C@H]2[C@H](CNC2)C(=O)OC)C=C1 (Methyl (3S,4S)-4-({4-[(2-methyl-4-quinolinyl)methyl]benzoyl}amino)-3-pyrrolidinecarboxylate). The reactants are ClC=1C=C2C=C(N(C2=C(C1)F)CCS(=O)(=O)C)CO ({5-chloro-7-fluoro-1-[2-(methylsulfonyl)ethyl]-1H-indol-2-yl}methanol), O=S(Cl)Cl (SOCl2). Solvent: C(Cl)Cl (DCM). The product is ClC=1C=C2C=C(N(C2=C(C1)F)CCS(=O)(=O)C)CCl (5-chloro-2-(chloromethyl)-7-fluoro-1-[2-(methylsulfonyl)ethyl]-1H-indole). As a reaction SMILES: [Cl:1][C:2]1[CH:3]=[C:4]2[C:8](=[C:9]([F:11])[CH:10]=1)[N:7]([CH2:12][CH2:13][S:14]([CH3:17])(=[O:16])=[O:15])[C:6]([CH2:18]O)=[CH:5]2.O=S(Cl)[Cl:22]>C(Cl)Cl>[Cl:1][C:2]1[CH:3]=[C:4]2[C:8](=[C:9]([F:11])[CH:10]=1)[N:7]([CH2:12][CH2:13][S:14]([CH3:17])(=[O:16])=[O:15])[C:6]([CH2:18][Cl:22])=[CH:5]2. Procedure details: A solution of {5-chloro-7-fluoro-1-[2-(methylsulfonyl)ethyl]-1H-indol-2-yl}methanol (130 mg, 0.43 mmol) in 40 mL of DCM was stirred with SOCl2 (254 mg, 2.13 mmol) at RT and the reaction was monitored by LC/MS. After all starting materials were consumed, the mixture was concentrated in vacuo to afford the crude 5-chloro-2-(chloromethyl)-7-fluoro-1-[2-(methylsulfonyl)ethyl]-1H-indole, which was used for next step directly. The reactants are NN.O (NH2NH2.H2O), C1(=CC=CC=C1)S(=O)(=O)N1N=C(C(=C1)C=CC1=CC(=CC=C1)F)C=1C=NC=CC1 (3-(1-phenylsulfonyl-4-[2-(3-fluoro-phenyl)-vinyl]-1H-pyrazol-3-yl)-pyridine), [OH-].[K+] (KOH). The solvent is C(COCCO)O (diethylene glycol). Product: FC=1C=C(C=CC1)C=CC=1C(=NNC1)C=1C=NC=CC1 (3-{4-[2-(3-fluor-phenyl)-vinyl]-1H-pyrazol-3-yl}-pyridine), C1(=CC=CC=C1)S(=O)(=O)N1N=C(C(=C1)C=CC1=CC(=CC=C1)F)C=1C=NC=CC1 (3-(1-phenylsulfonyl-4-[2-(3-fluoro-phenyl)-vinyl]-1H-pyrazol-3-yl)-pyridine). As a reaction SMILES: [C:1]1([S:7]([N:10]2[CH:14]=[C:13]([CH:15]=[CH:16][C:17]3[CH:22]=[CH:21][CH:20]=[C:19]([F:23])[CH:18]=3)[C:12]([C:24]3[CH:25]=[N:26][CH:27]=[CH:28][CH:29]=3)=[N:11]2)(=[O:9])=[O:8])[CH:6]=[CH:5][CH:4]=[CH:3][CH:2]=1.[OH-].[K+].NN.O>C(O)COCCO>[F:23][C:19]1[CH:18]=[C:17]([CH:16]=[CH:15][C:13]2[C:12]([C:24]3[CH:25]=[N:26][CH:27]=[CH:28][CH:29]=3)=[N:11][NH:10][CH:14]=2)[CH:22]=[CH:21][CH:20]=1.[C:1]1([S:7]([N:10]2[CH:14]=[C:13]([CH:15]=[CH:16][C:17]3[CH:22]=[CH:21][CH:20]=[C:19]([F:23])[CH:18]=3)[C:12]([C:24]3[CH:25]=[N:26][CH:27]=[CH:28][CH:29]=3)=[N:11]2)(=[O:8])=[O:9])[CH:2]=[CH:3][CH:4]=[CH:5][CH:6]=1 |f:1.2,3.4|. Procedure: Compound 46B (1.06 g, 2.62 mmol), 1.3 g of KOH and 2 ml NH2NH2.H2O were combined in diethylene glycol (25 ml) and warmed to reflux for 1 hour under N2. The mixture was cooled, concentrated and redissolved in MeOH. Filtration over 25 g of SCX-2 (MeOH followed by 1 N NH3/MeOH) and subsequent purification by flash chromatography (ethyl acetate) afforded 3-{4-[2-(3-fluor-phenyl)-vinyl]-1H-pyrazol-3-yl}-pyridine (the deprotected analog of 46B). Yield 0.42 g (60.4%). 1H-NMR (400 MHz, CDCl3): δ 8.85 (d... Reactants: CCCc1c(OCCCCBr)ccc2c1COC2(C(F)(F)F)C(F)(F)F, O=C([O-])[O-], CN(C)C=O, [K+], [K+], CC1(c2ccc3c(c2)OCO3)NC(=O)NC1=O, O. Yields the product CCCc1c(OCCCCN2C(=O)NC(C)(c3ccc4c(c3)OCO4)C2=O)ccc2c1COC2(C(F)(F)F)C(F)(F)F. Reaction SMILES: [Br:6][CH2:7][CH2:8][CH2:9][CH2:10][O:11][c:12]1[c:13]([CH2:29][CH2:30][CH3:31])[c:14]2[c:18]([cH:19][cH:20]1)[C:17]([C:21]([F:22])([F:23])[F:24])([C:25]([F:26])([F:27])[F:28])[O:16][CH2:15]2.[C:32](=[O:33])([O-:34])[O-:35].[CH3:1][N:2]([CH3:3])[CH:4]=[O:5].[K+:36].[K+:37].[O:38]1[CH2:39][O:40][c:41]2[c:42]1[cH:43][cH:44][c:45]([C:47]1([CH3:54])[C:48](=[O:53])[NH:49][C:50](=[O:52])[NH:51]1)[cH:46]2.[OH2:55]>>[CH2:7]([CH2:8][CH2:9][CH2:10][O:11][c:12]1[c:13]([CH2:29][CH2:30][CH3:31])[c:14]2[c:18]([cH:19][cH:20]1)[C:17]([C:21]([F:22])([F:23])[F:24])([C:25]([F:26])([F:27])[F:28])[O:16][CH2:15]2)[N:49]1[C:48](=[O:53])[C:47]([c:45]2[cH:44][cH:43][c:42]3[c:41]([cH:46]2)[O:40][CH2:39][O:38]3)([CH3:54])[NH:51][C:50]1=[O:52].